Task: describe an organic reaction: reactants, conditions, products, and yield. Dataset: the Open Reaction Database (ORD), a public repository of structured organic reaction records The reactants are Oc1ccc(Br)cc1, CC(C)(C)c1cc(Br)ccc1OC1CCCCO1, C1=COCCC1, ClCCl, Cc1ccc(S(=O)(=O)[O-])cc1, c1cc[nH+]cc1. The product is Brc1ccc(OC2CCCCO2)cc1. RXN SMILES: [Br:19][c:20]1[cH:21][cH:22][c:23]([OH:24])[cH:25][cH:26]1.[Br:1][c:2]1[cH:3][c:4]([C:15]([CH3:16])([CH3:17])[CH3:18])[c:5]([O:8][CH:9]2[O:10][CH2:11][CH2:12][CH2:13][CH2:14]2)[cH:6][cH:7]1.[CH2:44]1[CH2:45][CH:46]=[CH:47][O:48][CH2:49]1.[Cl:50][CH2:51][Cl:52].[c:27]1([CH3:28])[cH:29][cH:30][c:31]([S:32]([O-:33])(=[O:34])=[O:35])[cH:36][cH:37]1.[nH+:38]1[cH:39][cH:40][cH:41][cH:42][cH:43]1>>[Br:1][c:2]1[cH:3][cH:4][c:5]([O:8][CH:9]2[O:10][CH2:11][CH2:12][CH2:13][CH2:14]2)[cH:6][cH:7]1. Reactants: C1(=CC=CC=C1)P(C1=CC=CC=C1)C1=CC=CC=C1 (triphenyl-phosphine), N(=NC(=O)OC(C)C)C(=O)OC(C)C (diisopropyl azodicarboxylate), N12CC(C(CC1)CC2)O (3-quinuclidinol), S1C(=CC=C1)CC(=O)O (thiolacetic acid). The solvent is C1CCOC1 (THF), C1CCOC1 (THF). Run at time 8 hour. Product: C(C)(=O)SC1CN2CCC1CC2 (3-acetylthioquinuclidine). The yield is 71.0%. RXN SMILES: C1(P(C2C=CC=CC=2)C2C=CC=CC=2)C=CC=CC=1.N(C(OC(C)C)=O)=NC([O:24][CH:25]([CH3:27])C)=O.[N:34]12[CH2:41][CH2:40][CH:37]([CH2:38][CH2:39]1)[CH:36](O)[CH2:35]2.[S:43]1C=CC=C1CC(O)=O>C1COCC1>[C:25]([S:43][CH:36]1[CH:37]2[CH2:40][CH2:41][N:34]([CH2:39][CH2:38]2)[CH2:35]1)(=[O:24])[CH3:27]. Procedure details: To a THF (300 mL) solution of triphenyl-phosphine (42 g, 160 mmol, 2 equiv) at 0° C. was added diisopropyl azodicarboxylate (32 mL, 162 mmol) to produce a pale yellow solid. A THF (300 mL) solution of 3-quinuclidinol (10.2 g, 80.2 mmol) and thiolacetic acid was added dropwise to the yellow reaction mixture and stirred overnight. THF was removed in vacuo and the residue was dissolved in ether (500 mL) and extracted with 10% HCl (4×150 mL). The aqueous acidic phase was back extracted with ether/et... Starting materials: C(CCCCCCCCCCCCCCC)NC1=CC=C(C(=O)O)C=C1 (4-(hexadecylamino)-benzoic acid), O1CCCC=C1 (dihydropyran), C1(=CC=C(C=C1)S(=O)(=O)O)C (p-toluenesulfonic acid). Solvent: C1(=CC=CC=C1)C (toluene). The product is C(CCCCCCCCCCCCCCC)NC1=CC=C(C(=O)OC2OCCCC2)C=C1 (tetrahydropyranyl 4-(hexadecylamino)benzoate). RXN SMILES: [CH2:1]([NH:17][C:18]1[CH:26]=[CH:25][C:21]([C:22]([OH:24])=[O:23])=[CH:20][CH:19]=1)[CH2:2][CH2:3][CH2:4][CH2:5][CH2:6][CH2:7][CH2:8][CH2:9][CH2:10][CH2:11][CH2:12][CH2:13][CH2:14][CH2:15][CH3:16].[O:27]1[CH:32]=[CH:31][CH2:30][CH2:29][CH2:28]1.C1(C)C=CC(S(O)(=O)=O)=CC=1>C1(C)C=CC=CC=1>[CH2:1]([NH:17][C:18]1[CH:19]=[CH:20][C:21]([C:22]([O:24][CH:28]2[CH2:29][CH2:30][CH2:31][CH2:32][O:27]2)=[O:23])=[CH:25][CH:26]=1)[CH2:2][CH2:3][CH2:4][CH2:5][CH2:6][CH2:7][CH2:8][CH2:9][CH2:10][CH2:11][CH2:12][CH2:13][CH2:14][CH2:15][CH3:16]. Reported procedure: A mixture of 7 g. (19.4 m moles) 4-(hexadecylamino)-benzoic acid, 2 g. (23.8 m moles) dihydropyran and 100 mg. anhydrous p-toluenesulfonic acid in 50 ml. toluene is stirred at room temperature for 20 hours. The solution is washed with saturated sodium bicarbonate, dried, and condensed. The residue is crystallized from methylcyclohexane to white crystals. Reactants: Cl (hydrochloric acid), NC1=CC(=C(C=C1)CN1OCC(C1=O)(C)C)Cl (2-[(4-amino-2-chlorophenyl)methyl]-4,4-dimethyl-3-isoxazolidinone), amine, Cl (hydrochloric acid). Run in CO (methanol). Reaction conditions: time 20 minute. Yields the product Cl.NC1=CC(=C(C=C1)CN1OCC(C1=O)(C)C)Cl (2-[(4-amino-2-chlorophenyl)methyl]-4,4-dimethyl-3-isoxazolidinone hydrochloride). Isolated yield 146.0%. RXN SMILES: [NH2:1][C:2]1[CH:7]=[CH:6][C:5]([CH2:8][N:9]2[C:13](=[O:14])[C:12]([CH3:16])([CH3:15])[CH2:11][O:10]2)=[C:4]([Cl:17])[CH:3]=1.Cl>CO>[ClH:17].[NH2:1][C:2]1[CH:7]=[CH:6][C:5]([CH2:8][N:9]2[C:13](=[O:14])[C:12]([CH3:15])([CH3:16])[CH2:11][O:10]2)=[C:4]([Cl:17])[CH:3]=1 |f:3.4|. Reported procedure: A solution of 2.0 grams (0.008 mole) of 2-[(4-amino-2-chlorophenyl)methyl]-4,4-dimethyl-3-isoxazolidinone in 25 mL of methanol was stirred, and 0.78 gram (0.008 mole) of concentrated hydrochloric acid was added dropwise. Upon completion of addition the reaction mixture was stirred for 20 minutes. Analysis of the reaction mixture by thin layer chromatography (TLC) indicated the presence of unreacted amine. An additional 0.5 gram of concentrated hydrochloric acid was added, and the reaction mixtur... The reactants are CCC(C)(C)c1cc(C(=O)CBr)cc(C(C)(C)CC)c1O, CCCCCC, COCCOC, [I-], [Na+]. Yields the product CCC(C)(C)c1cc(C(=O)CI)cc(C(C)(C)CC)c1O. RXN SMILES: [CH3:1][C:2]([CH2:3][CH3:4])([CH3:5])[c:6]1[cH:7][c:8]([C:18]([CH2:19][Br:20])=[O:21])[cH:9][c:10]([C:13]([CH2:14][CH3:15])([CH3:16])[CH3:17])[c:11]1[OH:12].[CH3:24][CH2:25][CH2:26][CH2:27][CH2:28][CH3:29].[CH3:30][O:31][CH2:32][CH2:33][O:34][CH3:35].[I-:23].[Na+:22]>>[CH3:1][C:2]([CH2:3][CH3:4])([CH3:5])[c:6]1[cH:7][c:8]([C:18]([CH2:19][I:23])=[O:21])[cH:9][c:10]([C:13]([CH2:14][CH3:15])([CH3:16])[CH3:17])[c:11]1[OH:12]. Starting materials: Cn1ccc2c(ncn2-c2ccc(F)c(Br)c2)c1=O, CC1(C)OB(c2cncc(F)c2)OC1(C)C. Product: Cn1ccc2c(ncn2-c2ccc(F)c(-c3cncc(F)c3)c2)c1=O. RXN SMILES: [Br:1][c:2]1[cH:3][c:4](-[n:9]2[cH:10][n:11][c:12]3[c:13](=[O:19])[n:14]([CH3:18])[cH:15][cH:16][c:17]23)[cH:5][cH:6][c:7]1[F:8].[F:20][c:21]1[cH:22][n:23][cH:24][c:25]([B:27]2[O:28][C:29]([CH3:30])([CH3:31])[C:32]([CH3:33])([CH3:34])[O:35]2)[cH:26]1>>[c:2]1(-[c:25]2[cH:24][n:23][cH:22][c:21]([F:20])[cH:26]2)[cH:3][c:4](-[n:9]2[cH:10][n:11][c:12]3[c:13](=[O:19])[n:14]([CH3:18])[cH:15][cH:16][c:17]23)[cH:5][cH:6][c:7]1[F:8].